Dataset: the Open Reaction Database (ORD), a public repository of structured organic reaction records. Task: describe an organic reaction: reactants, conditions, products, and yield Reactants: C(CC)NC(=O)C1(C2=CC=CC=C2C=2C=CC=CC12)CCCCBr (9-(4-bromo-butyl)-9H-fluorene-9-carboxylic acid-propylamide), N1(CCNCCC1)C=1SC2=C(N1)C=CC=C2 (2-[1.4]diazepan-1-yl-benzothiazole). Yields the product C(CC)NC(=O)C1(C2=CC=CC=C2C=2C=CC=CC12)CCCCN1CCN(CCC1)C=1SC2=C(N1)C=CC=C2 (9-[4-(4-benzothiazol-2-yl-[1.4]diazepan-1-yl)-butyl]-9H-fluorene-9-carboxylic acid-Propylamide). RXN SMILES: [CH2:1]([NH:4][C:5]([C:7]1([CH2:20][CH2:21][CH2:22][CH2:23]Br)[C:19]2[CH:18]=[CH:17][CH:16]=[CH:15][C:14]=2[C:13]2[C:8]1=[CH:9][CH:10]=[CH:11][CH:12]=2)=[O:6])[CH2:2][CH3:3].[N:25]1([C:32]2[S:33][C:34]3[CH:40]=[CH:39][CH:38]=[CH:37][C:35]=3[N:36]=2)[CH2:31][CH2:30][CH2:29][NH:28][CH2:27][CH2:26]1>>[CH2:1]([NH:4][C:5]([C:7]1([CH2:20][CH2:21][CH2:22][CH2:23][N:28]2[CH2:29][CH2:30][CH2:31][N:25]([C:32]3[S:33][C:34]4[CH:40]=[CH:39][CH:38]=[CH:37][C:35]=4[N:36]=3)[CH2:26][CH2:27]2)[C:19]2[CH:18]=[CH:17][CH:16]=[CH:15][C:14]=2[C:13]2[C:8]1=[CH:9][CH:10]=[CH:11][CH:12]=2)=[O:6])[CH2:2][CH3:3]. Procedure details: Prepared analogously to Example 1 from 9-(4-bromo-butyl)-9H-fluorene-9-carboxylic acid-propylamide and 2-[1.4]diazepan-1-yl-benzothiazole. The reactants are ClC=1SC(=CN1)CN (2-chloro-5-thiazolemethanamine), CSC(N[N+](=O)[O-])=N (S-methyl-N-nitroisothiourea). Run in C(C)O (ethanol). The product is ClC=1SC(=CN1)CNC(=N)N[N+](=O)[O-] (N-[(2-chloro-5-thiazolyl)methyl]-N'-nitroguanidine). The yield is 77.7%. As a reaction SMILES: [Cl:1][C:2]1[S:3][C:4]([CH2:7][NH2:8])=[CH:5][N:6]=1.CS[C:11](=[NH:16])[NH:12][N+:13]([O-:15])=[O:14]>C(O)C>[Cl:1][C:2]1[S:3][C:4]([CH2:7][NH:8][C:11]([NH:12][N+:13]([O-:15])=[O:14])=[NH:16])=[CH:5][N:6]=1. Procedure details: A mixture of 0.35 g of 2-chloro-5-thiazolemethanamine, 0.31 g of S-methyl-N-nitroisothiourea and 3 ml of ethanol was heated under reflux for 6 hours. After cooling, the separated crystals were collected by filtration, washed with a small amount of ethanol, and then recrystalized from ethanol to obtain 0.42 g of the title compound as crystals. This compound is No. 9 in Table 1. m.p.: 160.0°-162.0° C. Starting materials: ClC=1C=C(C=C(C1)Cl)/C=C/C=1C=C(C=CC1)N1C2=C(N=C(C1=O)CC=1C=NC=CC1)C=CC=N2 (4-[3-[(E)-2-(3,5-dichlorophenyl)vinyl]phenyl]-2-(3-pyridylmethyl)-3-oxo-3,4-dihydropyrido[2,3-b]pyrazine), ClC1=CC(=CC=C1)C(=O)OO (m-chloroperbenzoic acid), C([O-])(O)=O.[Na+] (sodium bicarbonate). Solvent: ClCCl (dichloromethane). Run at time 1 hour. Product: ClC=1C=C(C=C(C1)Cl)/C=C/C=1C=C(C=CC1)N1C2=C(N=C(C1=O)CC=1C=[N+](C=CC1)[O-])C=CC=N2 (4-[3-[(E)-2-(3,5-dichlorophenyl) vinyl]phenyl]-2-[(1-oxido-3-pyridyl)methyl]-3-oxo-3,4-dihydropyrido[2,3-b]pyrazine). The yield is 63.4%. Reaction SMILES: [Cl:1][C:2]1[CH:3]=[C:4](/[CH:9]=[CH:10]/[C:11]2[CH:12]=[C:13]([N:17]3[C:22](=[O:23])[C:21]([CH2:24][C:25]4[CH:26]=[N:27][CH:28]=[CH:29][CH:30]=4)=[N:20][C:19]4[CH:31]=[CH:32][CH:33]=[N:34][C:18]3=4)[CH:14]=[CH:15][CH:16]=2)[CH:5]=[C:6]([Cl:8])[CH:7]=1.ClC1C=CC=C(C(OO)=[O:43])C=1.C(=O)(O)[O-].[Na+]>ClCCl>[Cl:1][C:2]1[CH:3]=[C:4](/[CH:9]=[CH:10]/[C:11]2[CH:12]=[C:13]([N:17]3[C:22](=[O:23])[C:21]([CH2:24][C:25]4[CH:26]=[N+:27]([O-:43])[CH:28]=[CH:29][CH:30]=4)=[N:20][C:19]4[CH:31]=[CH:32][CH:33]=[N:34][C:18]3=4)[CH:14]=[CH:15][CH:16]=2)[CH:5]=[C:6]([Cl:8])[CH:7]=1 |f:2.3|. Procedure details: To a solution of 4-[3-[(E)-2-(3,5-dichlorophenyl)vinyl]phenyl]-2-(3-pyridylmethyl)-3-oxo-3,4-dihydropyrido[2,3-b]pyrazine (255 mg) in dichloromethane (10 ml) was added m-chloroperbenzoic acid (181 mg). The mixture was stirred at room temperature for 1 hour, then poured into aqueous sodium bicarbonate and extracted with chloroform. The organic solution was washed with aqueous sodium bicarbonate and brine, dried over magnesium sulfate and concentrated. The resultant solid was washed with diisoprop... Reactants: C(C1=CC=CC=C1)OC(=O)NC1OC([C@@H](N1)C)(O)C1=C(C=C(C=C1)F)F ((4S)-2-(benzyloxycarbonyl)amino-5-(2,4-difluorophenyl)-4-methyl-5-hydroxyoxazolidine), O (water), Cl (hydrochloric acid). Solvent: C1(=CC=CC=C1)C (toluene), O1CCCC1 (tetrahydrofuran). Conditions: time 24 hour. Yields the product C(C1=CC=CC=C1)OC(=O)N[C@H](C(=O)C1=C(C=C(C=C1)F)F)C ((2S)-2-(benzyloxycarbonyl)amino-1-(2,4-difluorophenyl)-1-propanone). The yield is 92.0%. Reaction SMILES: C(OC(N[CH:12]1[NH:16][C@@H:15]([CH3:17])[C:14]([C:19]2[CH:24]=[CH:23][C:22]([F:25])=[CH:21][C:20]=2[F:26])([OH:18])[O:13]1)=O)C1C=CC=CC=1.[OH2:27].Cl>O1CCCC1.C1(C)C=CC=CC=1>[CH2:14]([O:27][C:12]([NH:16][C@@H:15]([CH3:17])[C:14]([C:19]1[CH:24]=[CH:23][C:22]([F:25])=[CH:21][C:20]=1[F:26])=[O:18])=[O:13])[C:19]1[CH:24]=[CH:23][CH:22]=[CH:21][CH:20]=1. Reported procedure: In tetrahydrofuran (70 mL) was dissolved (4S)-2-(benzyloxycarbonyl)amino-5-(2,4-difluorophenyl)-4-methyl-5-hydroxyoxazolidine (14.0 g) prepared in Example 12, and water (50 mL) and conc. hydrochloric acid (20 mL) were added. The mixture was stirred at room temperature for 24 hours. The reaction mixture was diluted with toluene, the aqueous layer was discarded, and the organic layer was washed with water three times. The organic layer was dried over anhydrous magnesium sulfate and concentrated in... The reactants are ClCCCl, Oc1ccc(OC(F)F)cc1, O=[N+]([O-])O. The product is O=[N+]([O-])c1cc(OC(F)F)ccc1O. Reaction SMILES: [Cl:16][CH2:17][CH2:18][Cl:19].[F:1][CH:2]([O:3][c:4]1[cH:5][cH:6][c:7]([OH:10])[cH:8][cH:9]1)[F:11].[OH:12][N+:13]([O-:14])=[O:15]>>[F:1][CH:2]([O:3][c:4]1[cH:5][cH:6][c:7]([OH:10])[c:8]([N+:13](=[O:12])[O-:14])[cH:9]1)[F:11]. Starting materials: COC(=O)CNC(=O)c1ccc(C2=NOC(c3cc(C(F)(F)F)cc(C(F)(F)F)c3)(C(F)(F)F)C2)c2ccccc12, [Li+], C1CCOC1, [OH-], O. Yields the product O=C(O)CNC(=O)c1ccc(C2=NOC(c3cc(C(F)(F)F)cc(C(F)(F)F)c3)(C(F)(F)F)C2)c2ccccc12. As a reaction SMILES: [CH3:3][O:4][C:5]([CH2:6][NH:7][C:8](=[O:9])[c:10]1[cH:11][cH:12][c:13]([C:20]2=[N:21][O:22][C:23]([C:25]([F:26])([F:27])[F:28])([c:29]3[cH:30][c:31]([C:39]([F:40])([F:41])[F:42])[cH:32][c:33]([C:35]([F:36])([F:37])[F:38])[cH:34]3)[CH2:24]2)[c:14]2[cH:15][cH:16][cH:17][cH:18][c:19]12)=[O:43].[Li+:2].[O:44]1[CH2:45][CH2:46][CH2:47][CH2:48]1.[OH-:1].[OH2:49]>>[O:4]=[C:5]([CH2:6][NH:7][C:8](=[O:9])[c:10]1[cH:11][cH:12][c:13]([C:20]2=[N:21][O:22][C:23]([C:25]([F:26])([F:27])[F:28])([c:29]3[cH:30][c:31]([C:39]([F:40])([F:41])[F:42])[cH:32][c:33]([C:35]([F:36])([F:37])[F:38])[cH:34]3)[CH2:24]2)[c:14]2[cH:15][cH:16][cH:17][cH:18][c:19]12)[OH:43]. The reactants are N1(CCNCCC1)C1=C(C=C(C=C1)N1C(C2=CC=C(C=C2C=C1)OC[C@H]1OCCC1)=O)OC (2-(4-[1,4]Diazepan-1-yl-3-methoxy-phenyl)-6-[(S)-1-(tetrahydro-furan-2-yl)methoxy]-2H-isoquinolin-1-one), CC1(OC1)C (2,2-Dimethyl-oxirane). Yields the product OC(CN1CCN(CCC1)C1=C(C=C(C=C1)N1C(C2=CC=C(C=C2C=C1)OC[C@H]1OCCC1)=O)OC)(C)C (2-{4-[4-(2-Hydroxy-2-methyl-propyl)-[1,4]diazepan-1-yl]-3-methoxy-phenyl}-6-[(S)-1-(tetrahydro-furan-2-yl)methoxy]-2H-isoquinolin-1-one). Reaction SMILES: [N:1]1([C:8]2[CH:13]=[CH:12][C:11]([N:14]3[CH:23]=[CH:22][C:21]4[C:16](=[CH:17][CH:18]=[C:19]([O:24][CH2:25][C@@H:26]5[CH2:30][CH2:29][CH2:28][O:27]5)[CH:20]=4)[C:15]3=[O:31])=[CH:10][C:9]=2[O:32][CH3:33])[CH2:7][CH2:6][CH2:5][NH:4][CH2:3][CH2:2]1.[CH3:34][C:35]1([CH3:38])[CH2:37][O:36]1>>[OH:36][C:35]([CH3:38])([CH3:37])[CH2:34][N:4]1[CH2:5][CH2:6][CH2:7][N:1]([C:8]2[CH:13]=[CH:12][C:11]([N:14]3[CH:23]=[CH:22][C:21]4[C:16](=[CH:17][CH:18]=[C:19]([O:24][CH2:25][C@@H:26]5[CH2:30][CH2:29][CH2:28][O:27]5)[CH:20]=4)[C:15]3=[O:31])=[CH:10][C:9]=2[O:32][CH3:33])[CH2:2][CH2:3]1. Procedure details: Reaction of 2-(4-[1,4]Diazepan-1-yl-3-methoxy-phenyl)-6-[(S)-1-(tetrahydro-furan-2-yl)methoxy]-2H-isoquinolin-1-one and 2,2-Dimethyl-oxirane by method U resulted in the desired product with the molecular weight 521.66 (C30H39N3O5); MS (ESI): 522 (M+H+).